From a dataset of the Open Reaction Database (ORD), a public repository of structured organic reaction records. describe an organic reaction: reactants, conditions, products, and yield The reactants are FC=1C=CC2=C(C(=NCC=3N2C(=NN3)CCl)C3=C(C=CC=C3)Cl)C1 (8-fluoro-1-(chloromethyl)-6-(o-chlorophenyl)-4H-s-triazolo[4,3-a][1,4]benzodiazepine), [I-].[K+] (potassium iodide), CC=CCN (methylallylamine). Solvent: O1CCCC1 (tetrahydrofuran). The product is FC=1C=CC2=C(C(=NCC=3N2C(=NN3)CNCCC=C)C3=C(C=CC=C3)Cl)C1 (8-fluoro-1-[(allylmethylamino)methyl]-6-(0-chlorophenyl)-4H-s-triazolo-[4,3-a][1,4]benzodiazepine). Reaction SMILES: [F:1][C:2]1[CH:3]=[CH:4][C:5]2[N:11]3[C:12]([CH2:15]Cl)=[N:13][N:14]=[C:10]3[CH2:9][N:8]=[C:7]([C:17]3[CH:22]=[CH:21][CH:20]=[CH:19][C:18]=3[Cl:23])[C:6]=2[CH:24]=1.[I-].[K+].[CH3:27][CH:28]=[CH:29][CH2:30][NH2:31]>O1CCCC1>[F:1][C:2]1[CH:3]=[CH:4][C:5]2[N:11]3[C:12]([CH2:15][NH:31][CH2:30][CH2:29][CH:28]=[CH2:27])=[N:13][N:14]=[C:10]3[CH2:9][N:8]=[C:7]([C:17]3[CH:22]=[CH:21][CH:20]=[CH:19][C:18]=3[Cl:23])[C:6]=2[CH:24]=1 |f:1.2|. Procedure details: In the manner given in Example 32, 8-fluoro-1-(chloromethyl)-6-(o-chlorophenyl)-4H-s-triazolo[4,3-a][1,4]benzodiazepine, potassium iodide, and methylallylamine in tetrahydrofuran are reacted to give 8-fluoro-1-[(allylmethylamino)methyl]-6-(0-chlorophenyl)-4H-s-triazolo-[4,3-a][1,4]benzodiazepine. Starting materials: Cc1ccccc1, CC(O)C12CC3CC(CC(O)(C3)C1)C2, Oc1ccc(O)cc1, O=S(=O)(O)O. The product is C=CC12CC3CC(CC(O)(C3)C1)C2. As a reaction SMILES: [CH3:28][c:29]1[cH:30][cH:31][cH:32][cH:33][cH:34]1.[OH:1][CH:2]([CH3:3])[C:4]12[CH2:5][C:6]3([OH:14])[CH2:7][CH:8]([CH2:9][CH:10]([CH2:11]1)[CH2:12]3)[CH2:13]2.[OH:20][c:21]1[cH:22][cH:23][c:24]([OH:25])[cH:26][cH:27]1.[S:15](=[O:16])(=[O:17])([OH:18])[OH:19]>>[CH:2](=[CH2:3])[C:4]12[CH2:5][C:6]3([OH:14])[CH2:7][CH:8]([CH2:9][CH:10]([CH2:11]1)[CH2:12]3)[CH2:13]2. Reactants: compound 116, N(=[N+]=[N-])C=1C=CC(=C(C1)C(=O)C1=C(C=C(C=C1)NC1=C(C=C(C=C1)F)F)Cl)C ((5-Azido-2-methyl-phenyl)-[2-chloro-4-(2,4-difluoro-phenylamino)-phenyl]-methanone), CC(C#C)=O (but-3-yn-2-one). Yields the product ClC1=C(C(=O)C=2C=C(C=CC2C)N2N=NC(=C2)C(C)=O)C=CC(=C1)NC1=C(C=C(C=C1)F)F (1-(1-{3-[2-Chloro-4-(2,4-difluoro-phenylamino)-benzoyl]-4-methyl-phenyl}-1H-[1,2,3]triazol-4-yl)-ethanone). As a reaction SMILES: [N:1]([C:4]1[CH:5]=[CH:6][C:7]([CH3:28])=[C:8]([C:10]([C:12]2[CH:17]=[CH:16][C:15]([NH:18][C:19]3[CH:24]=[CH:23][C:22]([F:25])=[CH:21][C:20]=3[F:26])=[CH:14][C:13]=2[Cl:27])=[O:11])[CH:9]=1)=[N+:2]=[N-:3].[CH3:29][C:30](=[O:33])[C:31]#[CH:32]>>[Cl:27][C:13]1[CH:14]=[C:15]([NH:18][C:19]2[CH:24]=[CH:23][C:22]([F:25])=[CH:21][C:20]=2[F:26])[CH:16]=[CH:17][C:12]=1[C:10]([C:8]1[CH:9]=[C:4]([N:1]2[CH:32]=[C:31]([C:30](=[O:33])[CH3:29])[N:3]=[N:2]2)[CH:5]=[CH:6][C:7]=1[CH3:28])=[O:11]. Reported procedure: The reaction was carried out similarly as described in the preparation of compound 116, using compound 434 (0.125 mmol) and but-3-yn-2-one (0.125 mmol). The crude product was purified by continuous gradient flash chromatography using EtOAc/petroleum ether (40-60) 0:100 to 50:50 as the eluent to afford the title compound. Reactants: NC=1C=C2CCC(C2=CC1)=O (5-Aminoindan-1-one), C(C1=CC=CC=C1)(=O)Cl (benzoyl chloride). The product is C(C1=CC=CC=C1)(=O)NC=1C=C2CCC(C2=CC1)=O (5-benzamidoindan-1-one). Reaction SMILES: [NH2:1][C:2]1[CH:3]=[C:4]2[C:8](=[CH:9][CH:10]=1)[C:7](=[O:11])[CH2:6][CH2:5]2.[C:12](Cl)(=[O:19])[C:13]1[CH:18]=[CH:17][CH:16]=[CH:15][CH:14]=1>ClCCl.C(N(CC)CC)C>[C:12]([NH:1][C:2]1[CH:3]=[C:4]2[C:8](=[CH:9][CH:10]=1)[C:7](=[O:11])[CH2:6][CH2:5]2)(=[O:19])[C:13]1[CH:18]=[CH:17][CH:16]=[CH:15][CH:14]=1. Procedure: 5-Aminoindan-1-one (2.5 g) was reacted with benzoyl chloride (2.63 g) in dichloromethane and triethylamine to give 5-benzamidoindan-1-one which was reacted with benzaldehyde in a similar manner to Example 7a) to give N-(2-benzylidene-1-oxoindan-5-yl)benzamide which was reacted with hydrogen peroxide in a similar manner to Example 7b) to give an intermediate which was reacted with hydrazine hydrate in a similar manner to Example 7c) to give -(3N-phenyl-1,4-dihydroindeno[1,2-c]pyrazol-6-yl)benzami... The solvent is ClCCl (dichloromethane), C(C)N(CC)CC (triethylamine). The reactants are C, CN(C)S(=O)(=O)n1ccnc1CN(Cc1nccn1S(=O)(=O)N(C)C)C(=O)c1ccc2c(c1)CCN(C(=O)OCc1ccccc1)C2, CCO, [Pd]. The product is CN(C)S(=O)(=O)n1ccnc1CN(Cc1nccn1S(=O)(=O)N(C)C)C(=O)c1ccc2c(c1)CCNC2. As a reaction SMILES: [C:48].[CH3:1][N:2]([S:3](=[O:4])(=[O:5])[n:6]1[c:7]([CH2:11][N:12]([C:13](=[O:14])[c:15]2[cH:16][c:17]3[c:22]([cH:23][cH:24]2)[CH2:21][N:20]([C:25]([O:26][CH2:27][c:28]2[cH:29][cH:30][cH:31][cH:32][cH:33]2)=[O:34])[CH2:19][CH2:18]3)[CH2:35][c:36]2[n:37]([S:41](=[O:42])(=[O:43])[N:44]([CH3:45])[CH3:46])[cH:38][cH:39][n:40]2)[n:8][cH:9][cH:10]1)[CH3:47].[CH3:50][CH2:51][OH:52].[Pd:49]>>[CH3:1][N:2]([S:3](=[O:4])(=[O:5])[n:6]1[c:7]([CH2:11][N:12]([C:13](=[O:14])[c:15]2[cH:16][c:17]3[c:22]([cH:23][cH:24]2)[CH2:21][NH:20][CH2:19][CH2:18]3)[CH2:35][c:36]2[n:37]([S:41](=[O:42])(=[O:43])[N:44]([CH3:45])[CH3:46])[cH:38][cH:39][n:40]2)[n:8][cH:9][cH:10]1)[CH3:47]. Reactants: C1CC(=O)N(C1=O)Br (NBS), C1(=CC=CC=C1)C1=CSC=C1 (3-Phenylthiophene), O (H2O). Run in C(Cl)(Cl)Cl (CHCl3), CC(=O)O (AcOH), hexanes. Conditions: time 1 hour. Yields the product BrC=1SC=CC1C1=CC=CC=C1 (2-bromo-3-phenylthiophene). The yield is 78.6%. Reaction SMILES: [C:1]1([C:7]2[CH:11]=[CH:10][S:9][CH:8]=2)[CH:6]=[CH:5][CH:4]=[CH:3][CH:2]=1.C1C(=O)N([Br:19])C(=O)C1.O>C(Cl)(Cl)Cl.CC(O)=O>[Br:19][C:8]1[S:9][CH:10]=[CH:11][C:7]=1[C:1]1[CH:2]=[CH:3][CH:4]=[CH:5][CH:6]=1. Procedure details: 3-Phenylthiophene (0.58 g, 3.62 mmol) was dissolved in 15 mL of a 1:1 solution of CHCl3 and AcOH followed by the portion-wise addition of 0.77 g (4.3 mmol) of NBS. The mixture was stirred at room temperature for 1 h, poured into 25 mL of H2O, and diluted with 30 mL of hexanes. The organic layer was washed successively with 2×10 mL of 10% aqueous KOH solution, 2×10 mL of H2O, and 2×10 mL of brine, and concentrated in vacuo to provide 0.68 g (78% yield) of 2-bromo-3-phenylthiophene as an oil. Starting materials: [H-].[Na+] (NaH), N1(CCCCC1)[C@@H]1C[C@H](C1)C=1SC2=C(N1)C=CC(=C2)C=2C=NNC2 (Trans-2-(3-piperidin-1-ylcyclobutyl)-6-(1H-pyrazol-4-yl)-1,3-benzothiazole), IC (Iodomethane). Run in CN(C)C=O (DMF). Reaction conditions: temperature 0 celsius, time 0.5 hour. The product is CN1N=CC(=C1)C1=CC2=C(N=C(S2)[C@@H]2C[C@H](C2)N2CCCCC2)C=C1 (Trans-6-(1-methyl-1H-pyrazol-4-yl)-2-(3-piperidin-1-ylcyclobutyl)-1,3-benzothiazole). The yield is 67.5%. RXN SMILES: [N:1]1([C@H:7]2[CH2:10][C@H:9]([C:11]3[S:12][C:13]4[CH:19]=[C:18]([C:20]5[CH:21]=[N:22][NH:23][CH:24]=5)[CH:17]=[CH:16][C:14]=4[N:15]=3)[CH2:8]2)[CH2:6][CH2:5][CH2:4][CH2:3][CH2:2]1.[H-].[Na+].I[CH3:28]>CN(C=O)C>[CH3:28][N:23]1[CH:24]=[C:20]([C:18]2[CH:17]=[CH:16][C:14]3[N:15]=[C:11]([C@H:9]4[CH2:8][C@H:7]([N:1]5[CH2:6][CH2:5][CH2:4][CH2:3][CH2:2]5)[CH2:10]4)[S:12][C:13]=3[CH:19]=2)[CH:21]=[N:22]1 |f:1.2|. Reported procedure: The product of Example 51B (34.0 mg, 0.10 mmole) was dissolved in DMF (2 ml) and then cooled to 0° C. NaH (60%, 44.0 mg, 1.1 mmol) was added under N2, and the reaction was stirred at 0° C. for 0.5 hours. Iodomethane (6.8 μl, 0.11 mmole) was added, and the reaction mixture was stirred at 0° C. for 1 hour, and then slowly raised to room temperature. The mixture was quenched with saturated aqueous sodium bicarbonate and extracted with dichloromethane (4×5 ml). The combined organic layers were washe...